This data is from the Open Reaction Database (ORD), a public repository of structured organic reaction records. The task is: describe an organic reaction: reactants, conditions, products, and yield Starting materials: ClCC=1N=C(OC1C)C1=CC2=CC=CC=C2C=C1 (4-chloromethyl-5-methyl-2-(2-naphthyl)oxazole), OC1=CC=C(C=C1)CCCC#N (4-(4-hydroxyphenyl)butyronitrile). Product: CC1=C(N=C(O1)C1=CC2=CC=CC=C2C=C1)COC1=CC=C(C=C1)CCCC#N (4-[4-[5-methyl-2-(2-naphthyl)-4-oxazolylmethoxy]phenyl]butyronitrile). As a reaction SMILES: Cl[CH2:2][C:3]1[N:4]=[C:5]([C:9]2[CH:18]=[CH:17][C:16]3[C:11](=[CH:12][CH:13]=[CH:14][CH:15]=3)[CH:10]=2)[O:6][C:7]=1[CH3:8].[OH:19][C:20]1[CH:25]=[CH:24][C:23]([CH2:26][CH2:27][CH2:28][C:29]#[N:30])=[CH:22][CH:21]=1>>[CH3:8][C:7]1[O:6][C:5]([C:9]2[CH:18]=[CH:17][C:16]3[C:11](=[CH:12][CH:13]=[CH:14][CH:15]=3)[CH:10]=2)=[N:4][C:3]=1[CH2:2][O:19][C:20]1[CH:21]=[CH:22][C:23]([CH2:26][CH2:27][CH2:28][C:29]#[N:30])=[CH:24][CH:25]=1. Procedure details: According to the method described for Reference Example 45, 4-chloromethyl-5-methyl-2-(2-naphthyl)oxazole was allowed to react with 4-(4-hydroxyphenyl)butyronitrile to give 4-[4-[5-methyl-2-(2-naphthyl)-4-oxazolylmethoxy]phenyl]butyronitrile. Recrystallization from chloroform-ether gave colorless prisms, m.p.149°-151° C. The reactants are CN1N=C(C(=C1C#N)[N+](=O)[O-])C (1,3-dimethyl-4-nitro-5-cyano-pyrazole). The reagents and catalysts are [Ni] (Raney nickel). Solvent: CO (methanol). Yields the product CN1N=C(C(=C1C#N)N)C (1,3-Dimethyl-4-amino-5-cyanopyrazole). As a reaction SMILES: [CH3:1][N:2]1[C:6]([C:7]#[N:8])=[C:5]([N+:9]([O-])=O)[C:4]([CH3:12])=[N:3]1>CO.[Ni]>[CH3:1][N:2]1[C:6]([C:7]#[N:8])=[C:5]([NH2:9])[C:4]([CH3:12])=[N:3]1. Reported procedure: Two-hundred and seventy-two g of 1,3-dimethyl-4-nitro-5-cyano-pyrazole was subjected to catalytic hydrogenation in methanol using a Raney nickel catalyst. The catalyst was filtered away and the filtrate concentrated. The product solidified, mp 109°-111° C. Reactants: OC1N(C(C2=CC=CC=C12)=O)C1=CC=CC=C1 (3-hydroxy-2-phenyl-isoindolin-1-one), pure oil, [H-].[Na+] (sodium hydride), ClCCN(CC)CC (1-chloro-2-diethylaminoethane). Product: C(C)N(CCOC1N(C(C2=CC=CC=C12)=O)C1=CC=CC=C1)CC (3-(2-diethylaminoethoxy)-2-phenyl-isoindolin-1-one). Yield: 105.3%. RXN SMILES: [OH:1][CH:2]1[C:10]2[C:5](=[CH:6][CH:7]=[CH:8][CH:9]=2)[C:4](=[O:11])[N:3]1[C:12]1[CH:17]=[CH:16][CH:15]=[CH:14][CH:13]=1.[H-].[Na+].Cl[CH2:21][CH2:22][N:23]([CH2:26][CH3:27])[CH2:24][CH3:25]>>[CH2:22]([N:23]([CH2:26][CH3:27])[CH2:24][CH2:25][O:11][CH:4]1[C:5]2[C:10](=[CH:9][CH:8]=[CH:7][CH:6]=2)[C:2](=[O:1])[N:3]1[C:12]1[CH:17]=[CH:16][CH:15]=[CH:14][CH:13]=1)[CH3:21] |f:1.2|. Procedure: Following the procedure of Example 6 but starting with 3-hydroxy-2-phenyl-isoindolin-1-one (22.5 g.), sodium hydride (50% dispersion in mineral oil) (5.3 g.) and 1-chloro-2-diethylaminoethane (13.5 g.), 3-(2-diethylaminoethoxy)-2-phenyl-isoindolin-1-one (34 g.) is obtained in the form of an 85% pure oil. On treating this oil (28 g.) with fumaric acid (8.5 g.) in ethanol, 3-(2-diethylaminoethoxy)-2-phenyl-isoindolin-1-one hydrogen fumarate (27.6 g.), which melts at 146°-147°C., is obtained. Starting materials: O=C1NN=CC=C1C#N (3-Oxo-2,3-dihydro-pyridazine-4-carbonitrile), OS(=O)(=O)O (H2SO4), C(C)O (ethanol), C(=O)([O-])[O-].[Na+].[Na+] (Na2CO3). The product is C(C)OC(=O)C=1C(NN=CC1)=O (3-Oxo-2,3-dihydro-pyridazine-4-carboxylic acid ethyl ester). Yield: 31.0%. Reaction SMILES: [O:1]=[C:2]1[C:7]([C:8]#N)=[CH:6][CH:5]=[N:4][NH:3]1.OS(O)(=O)=O.C([O-])([O-])=[O:16].[Na+].[Na+].[CH2:21]([OH:23])[CH3:22]>>[CH2:21]([O:23][C:8]([C:7]1[C:2](=[O:1])[NH:3][N:4]=[CH:5][CH:6]=1)=[O:16])[CH3:22] |f:2.3.4|. Procedure details: 3-Oxo-2,3-dihydro-pyridazine-4-carbonitrile (1 g, 8.26 mmol) was heated in a mixture of ethanol (2 ml) and conc. H2SO4 (1.1 ml) to 100° C. (oil-bath temperature) overnight. The reaction mixture was then allowed to cool to ambient temperature, poured onto ice and carefully neutralized with solid Na2CO3. The mixture was extracted three times with CHCl3 and the combined extracts were dried (Na2SO4) and evaporated. The remaining residue was then purified by column chromatography (silica gel, heptane...